This data is from the Open Reaction Database (ORD), a public repository of structured organic reaction records. The task is: describe an organic reaction: reactants, conditions, products, and yield Reactants: C=1C=CC2=C(C1)N=NN2O (HOBT), FC1=CC=C(C=C1)C1=C(N=C(N1)\C=C\C1=CC(=C(C=C1)N1C=NC(=C1)C)OC)C(=O)O (5-(4-fluorophenyl)-2-{(E)-2-[3-methoxy-4-(4-methyl-1H-imidazol-1-yl)phenyl]vinyl}-1H-imidazole-4-carboxylic acid), Cl.ClCCN (2-chloroethylamine hydrochloride), C(C)(C)N(CC)C(C)C (IPEA), O.C([O-])(O)=O.[Na+] (sodium bicarbonate water). The solvent is CN(C)C=O (DMF), C(CCl)Cl (EDC), C(C)(=O)OCC (ethyl acetate). Conditions: time 2 hour. Product: ClCCNC(=O)C=1N=C(NC1C1=CC=C(C=C1)F)\C=C\C1=CC(=C(C=C1)N1C=NC(=C1)C)OC (5-(4-fluorophenyl)-2-{(E)-2-[3-methoxy-4-(4-methyl-1H-imidazol-1-yl)phenyl]vinyl}-1H-imidazole-4-carboxylic acid (2-chloroethyl)amide). Isolated yield 16.6%. As a reaction SMILES: C1C=CC2N(O)N=NC=2C=1.[F:11][C:12]1[CH:17]=[CH:16][C:15]([C:18]2[NH:22][C:21](/[CH:23]=[CH:24]/[C:25]3[CH:30]=[CH:29][C:28]([N:31]4[CH:35]=[C:34]([CH3:36])[N:33]=[CH:32]4)=[C:27]([O:37][CH3:38])[CH:26]=3)=[N:20][C:19]=2[C:39]([OH:41])=O)=[CH:14][CH:13]=1.Cl.[Cl:43][CH2:44][CH2:45][NH2:46].C(N(C(C)C)CC)(C)C.O.C(=O)(O)[O-].[Na+]>CN(C=O)C.C(OCC)(=O)C.C(Cl)CCl>[Cl:43][CH2:44][CH2:45][NH:46][C:39]([C:19]1[N:20]=[C:21](/[CH:23]=[CH:24]/[C:25]2[CH:30]=[CH:29][C:28]([N:31]3[CH:35]=[C:34]([CH3:36])[N:33]=[CH:32]3)=[C:27]([O:37][CH3:38])[CH:26]=2)[NH:22][C:18]=1[C:15]1[CH:16]=[CH:17][C:12]([F:11])=[CH:13][CH:14]=1)=[O:41] |f:2.3,5.6.7|. Reported procedure: HOBT (65 mg) and EDC (92 mg) were sequentially added to a solution of 5-(4-fluorophenyl)-2-{(E)-2-[3-methoxy-4-(4-methyl-1H-imidazol-1-yl)phenyl]vinyl}-1H-imidazole-4-carboxylic acid (100 mg), 2-chloroethylamine hydrochloride (56 mg) and IPEA (0.25 mL) in DMF (3 mL). The reaction solution was stirred at room temperature for two hours. Then, ethyl acetate and saturated sodium bicarbonate water were added to the reaction solution, and the organic layer was separated. The resulting organic layer wa... The reactants are NS(=O)(=O)C1=C(C=CC=C1)NC(=O)C1=C(C2=CC=CC=C2C(C1=O)(CCCC)CCCC)O (N-[2-(aminosulfonyl)phenyl]-4,4-dibutyl-1-hydroxy-3-oxo-3,4-dihydro-2-naphthalenecarboxamide), C([O-])([O-])=O.[Cs+].[Cs+] (cesium carbonate). Solvent: N1=CC=CC=C1 (pyridine). Reaction conditions: temperature 25 celsius. Product: C(CCC)C1(C(C(=C(C2=CC=CC=C12)O)C1=NS(C2=C(N1)C=CC=C2)(=O)=O)=O)CCCC (1,1-dibutyl-3-(1,1-dioxido-4H-1,2,4-benzothiadiazin-3-yl)-4-hydroxy-2(1H)-naphthalenone). The yield is 55.1%. Reaction SMILES: [NH2:1][S:2]([C:5]1[CH:10]=[CH:9][CH:8]=[CH:7][C:6]=1[NH:11][C:12]([C:14]1[C:23](=[O:24])[C:22]([CH2:29][CH2:30][CH2:31][CH3:32])([CH2:25][CH2:26][CH2:27][CH3:28])[C:21]2[C:16](=[CH:17][CH:18]=[CH:19][CH:20]=2)[C:15]=1[OH:33])=O)(=[O:4])=[O:3].C(=O)([O-])[O-].[Cs+].[Cs+]>N1C=CC=CC=1>[CH2:25]([C:22]1([CH2:29][CH2:30][CH2:31][CH3:32])[C:21]2[C:16](=[CH:17][CH:18]=[CH:19][CH:20]=2)[C:15]([OH:33])=[C:14]([C:12]2[NH:11][C:6]3[CH:7]=[CH:8][CH:9]=[CH:10][C:5]=3[S:2](=[O:4])(=[O:3])[N:1]=2)[C:23]1=[O:24])[CH2:26][CH2:27][CH3:28] |f:1.2.3|. Procedure details: A solution of the product of Example 4G (298 mg, 0.63 mmol) and cesium carbonate (123 mg, 0.38 mmol) in pyridine (6 mL) was stirred at 140° C. for 18 hours, cooled to 25° C. and the pyridine removed by short path distillation under high vacuum (50° C./0.3 mm Hg). A suspension of the residue in ethyl acetate was treated with saturated ammonium chloride solution. The organic layer was washed with water and saturated sodium chloride solution, dried (Na2SO4), filtered and concentrated in vacuo. The ... Starting materials: O=C1CCCN(Cc2ccccc2)C1, CCOC(C)=O, CCO, [H-], [Na+], c1cnc2[nH]ccc2c1. Yields the product OC1(c2c[nH]c3ncccc23)CCCN(Cc2ccccc2)C1. Reaction SMILES: [CH2:15]([c:16]1[cH:17][cH:18][cH:19][cH:20][cH:21]1)[N:22]1[CH2:23][C:24](=[O:28])[CH2:25][CH2:26][CH2:27]1.[CH2:29]([O:30][C:31](=[O:32])[CH3:33])[CH3:34].[CH3:3][CH2:4][OH:5].[H-:2].[Na+:1].[nH:6]1[cH:7][cH:8][c:9]2[cH:10][cH:11][cH:12][n:13][c:14]12>>[nH:6]1[cH:7][c:8]([C:24]2([OH:28])[CH2:23][N:22]([CH2:15][c:16]3[cH:17][cH:18][cH:19][cH:20][cH:21]3)[CH2:27][CH2:26][CH2:25]2)[c:9]2[cH:10][cH:11][cH:12][n:13][c:14]12.